This data is from the Open Reaction Database (ORD), a public repository of structured organic reaction records. The task is: describe an organic reaction: reactants, conditions, products, and yield As a reaction SMILES: C(OC(=O)[NH:7][C:8]1[CH:13]=[C:12]([O:14][CH2:15][C:16]([F:19])([F:18])[F:17])[C:11]([C:20]([F:23])([F:22])[F:21])=[CH:10][C:9]=1[NH:24][C:25](=[O:42])[CH2:26][C:27]([C:29]1[CH:34]=[CH:33][CH:32]=[C:31]([C:35]2[CH:36]=[N:37][C:38]([CH3:41])=[CH:39][CH:40]=2)[CH:30]=1)=O)(C)(C)C.C(O)(C(F)(F)F)=O>C(Cl)Cl>[CH3:41][C:38]1[N:37]=[CH:36][C:35]([C:31]2[CH:30]=[C:29]([C:27]3[CH2:26][C:25](=[O:42])[NH:24][C:9]4[CH:10]=[C:11]([C:20]([F:22])([F:23])[F:21])[C:12]([O:14][CH2:15][C:16]([F:17])([F:18])[F:19])=[CH:13][C:8]=4[N:7]=3)[CH:34]=[CH:33][CH:32]=2)=[CH:40][CH:39]=1. Solvent: C(Cl)Cl (CH2Cl2). The yield is 62.0%. The product is CC1=CC=C(C=N1)C=1C=C(C=CC1)C1=NC2=C(NC(C1)=O)C=C(C(=C2)OCC(F)(F)F)C(F)(F)F (4-[3-(6-Methyl-pyridin-3-yl)-phenyl]-7-(2,2,2-trifluoro-ethoxy)-8-trifluoromethyl-1,3-dihydro-benzo[b][1,4]diazepin-2-one), solid. Reported procedure: The title compound was prepared from [2-{3-[3-(6-methyl-pyridin-3-yl)-phenyl]-3-oxo-propionylamino}-5-(2,2,2-trifluoro-ethoxy)-4-trifluoromethyl-phenyl]-carbamic acid tert-butyl ester (Example M219) (191 mg, 0.31 mmol) by treatment with TFA in CH2Cl2 according to the general procedure N. Obtained as a light yellow solid (95 mg, 62%). Starting materials: C(C)(C)(C)OC(NC1=C(C=C(C(=C1)OCC(F)(F)F)C(F)(F)F)NC(CC(=O)C1=CC(=CC=C1)C=1C=NC(=CC1)C)=O)=O ([2-{3-[3-(6-Methyl-pyridin-3-yl)-phenyl]-3-oxo-propionylamino}-5-(2,2,2-trifluoro-ethoxy)-4-trifluoromethyl-phenyl]-carbamic acid tert-butyl ester), C(=O)(C(F)(F)F)O (TFA).